This data is from the Open Reaction Database (ORD), a public repository of structured organic reaction records. The task is: describe an organic reaction: reactants, conditions, products, and yield Starting materials: CC1(OC[C@@H](N1C(CNC(OC(C)(C)C)=O)=O)CC=C)C (1,1-dimethylethyl {2-[(4S)-2,2-dimethyl-4-(2-propen-1-yl)-1,3-oxazolidin-3-yl]-2-oxoethyl}carbamate), C(Cl)Cl (DCM), FC(S(=O)(=O)O[Si](C)(C)C)(F)F (trimethylsilyl trifluoromethanesulfonate). Run at time 30 minute. The product is FC(S(=O)(=O)O)(F)F.CC1(OC[C@@H](N1C(CN)=O)CC=C)C (trifluoromethanesulfonic acid {2-[(4S)-2,2-dimethyl-4-(2-propen-1-yl)-1,3-oxazolidin-3-yl]-2-oxoethyl}amine). As a reaction SMILES: [CH3:1][C:2]1([CH3:21])[N:6]([C:7](=[O:17])[CH2:8][NH:9]C(=O)OC(C)(C)C)[C@@H:5]([CH2:18][CH:19]=[CH2:20])[CH2:4][O:3]1.C(Cl)Cl.[F:25][C:26]([F:36])([F:35])[S:27]([O:30][Si](C)(C)C)(=[O:29])=[O:28]>>[F:25][C:26]([F:36])([F:35])[S:27]([OH:30])(=[O:29])=[O:28].[CH3:1][C:2]1([CH3:21])[N:6]([C:7](=[O:17])[CH2:8][NH2:9])[C@@H:5]([CH2:18][CH:19]=[CH2:20])[CH2:4][O:3]1 |f:3.4|. Reported procedure: To a solution of 1,1-dimethylethyl {2-[(4S)-2,2-dimethyl-4-(2-propen-1-yl)-1,3-oxazolidin-3-yl]-2-oxoethyl}carbamate D22 (28.67 g) in DCM (300 ml) 2,6-dimethylpyridine (27.9 ml, 240 mmol) was added followed by trimethylsilyl trifluoromethanesulfonate (34.7 ml, 192 mmol) the mixture was stirred at room temperature for 30 min. The reaction was quenched with 2 ml of water and the solvent was removed under reduced pressure, the residue was charged on a Biotage 75 L column eluting with [DCM/MeOH 100:... Reactants: C(C(=C)C)(=O)OCC=C (allyl methacrylate), C(C(=C)C)(=O)O (methacrylic acid), N(=NC(C#N)(CC(C)C)C)C(C#N)(CC(C)C)C (2,2'-azobis(2,4-dimethylvaleronitrile)). The solvent is ClCCCl (1,2-dichloroethane). The product is C(C(=C)C)(=O)OCC=C.C(C(=C)C)(=O)O (Allyl Methacrylate Methacrylic Acid). RXN SMILES: [C:1]([O:6][CH2:7][CH:8]=[CH2:9])(=[O:5])[C:2]([CH3:4])=[CH2:3].[C:10]([OH:15])(=[O:14])[C:11]([CH3:13])=[CH2:12].N(C(C)(CC(C)C)C#N)=NC(C)(CC(C)C)C#N>ClCCCl>[C:1]([O:6][CH2:7][CH:8]=[CH2:9])(=[O:5])[C:2]([CH3:4])=[CH2:3].[C:10]([OH:15])(=[O:14])[C:11]([CH3:13])=[CH2:12] |f:4.5|. Procedure details: To a solution of 113.4 g of allyl methacrylate and 8.6 g of methacrylic acid dissolved in 2 liters of 1,2-dichloroethane was added 1.8 g of 2,2'-azobis(2,4-dimethylvaleronitrile) as the polymerization initiator and the mixture was refluxed for 5 hours. After refluxing, the reaction mixture was concentrated under reduced pressure and the concentrate was poured into hexane, followed by drying of the precipitates obtained under vacuum to obtain a binder 1. Reactants: [Li]CCCC, C#Cc1ccc2c(c1)C(C)(C)CCS2, CCCCCC, CCOC(=O)c1ccc(I)cc1, C1CCOC1. Yields the product CCOC(=O)c1ccc(C#Cc2ccc3c(c2)C(C)(C)CCS3)cc1. RXN SMILES: [CH2:15]([Li:16])[CH2:17][CH2:18][CH3:19].[CH3:1][C:2]1([CH3:14])[CH2:3][CH2:4][S:5][c:6]2[cH:7][cH:8][c:9]([C:12]#[CH:13])[cH:10][c:11]21.[CH3:37][CH2:38][CH2:39][CH2:40][CH2:41][CH3:42].[I:20][c:21]1[cH:22][cH:23][c:24]([C:25](=[O:26])[O:27][CH2:28][CH3:29])[cH:30][cH:31]1.[O:32]1[CH2:33][CH2:34][CH2:35][CH2:36]1>>[CH3:1][C:2]1([CH3:14])[CH2:3][CH2:4][S:5][c:6]2[cH:7][cH:8][c:9]([C:12]#[C:13][c:21]3[cH:22][cH:23][c:24]([C:25](=[O:26])[O:27][CH2:28][CH3:29])[cH:30][cH:31]3)[cH:10][c:11]21. Product: CCN(CC)S(=O)(=O)c1ccc2c(c1)C(C(Cl)(Cl)Cl)OC(C(Cl)(Cl)Cl)O2. The reactants are CCNCC, CCO, O=S(=O)(Cl)c1ccc2c(c1)C(C(Cl)(Cl)Cl)OC(C(Cl)(Cl)Cl)O2. As a reaction SMILES: [CH2:1]([CH3:2])[NH:3][CH2:4][CH3:5].[CH3:28][CH2:29][OH:30].[Cl:6][C:7]([CH:8]1[O:9][c:10]2[c:11]([cH:18][c:19]([S:22](=[O:23])(=[O:24])[Cl:25])[cH:20][cH:21]2)[CH:12]([C:14]([Cl:15])([Cl:16])[Cl:17])[O:13]1)([Cl:26])[Cl:27]>>[CH2:1]([CH3:2])[N:3]([CH2:4][CH3:5])[S:22]([c:19]1[cH:18][c:11]2[c:10]([cH:21][cH:20]1)[O:9][CH:8]([C:7]([Cl:6])([Cl:26])[Cl:27])[O:13][CH:12]2[C:14]([Cl:15])([Cl:16])[Cl:17])(=[O:23])=[O:24]. Starting materials: C1COCCO1, CCOC(=O)c1sc(N2CCC(c3cc(Cl)c(Cl)c(Cl)c3)(C(F)(F)F)C2)nc1C(F)(F)F, Cl, [Na+], [OH-], O. Yields the product O=C(O)c1sc(N2CCC(c3cc(Cl)c(Cl)c(Cl)c3)(C(F)(F)F)C2)nc1C(F)(F)F. Reaction SMILES: [CH2:33]1[O:34][CH2:35][CH2:36][O:37][CH2:38]1.[Cl:1][c:2]1[cH:3][c:4]([C:10]2([C:29]([F:30])([F:31])[F:32])[CH2:11][N:12]([c:15]3[s:16][c:17]([C:24](=[O:25])[O:26][CH2:27][CH3:28])[c:18]([C:20]([F:21])([F:22])[F:23])[n:19]3)[CH2:13][CH2:14]2)[cH:5][c:6]([Cl:9])[c:7]1[Cl:8].[ClH:41].[Na+:40].[OH-:39].[OH2:42]>>[Cl:1][c:2]1[cH:3][c:4]([C:10]2([C:29]([F:30])([F:31])[F:32])[CH2:11][N:12]([c:15]3[s:16][c:17]([C:24](=[O:25])[OH:26])[c:18]([C:20]([F:21])([F:22])[F:23])[n:19]3)[CH2:13][CH2:14]2)[cH:5][c:6]([Cl:9])[c:7]1[Cl:8].